describe an organic reaction: reactants, conditions, products, and yield From a dataset of the Open Reaction Database (ORD), a public repository of structured organic reaction records. The reactants are ClC1=CC=C(C=C1)C=1C=C2CCC(NC2=CC1OC)=O (6-(4-chlorophenyl)-7-methoxy-3,4-dihydroquinolin-2(1H)-one), BrCC(=O)OC(C)(C)C (tert-butyl bromoacetate), [H-].[Na+] (sodium hydride). The solvent is CN(C=O)C (N,N-dimethylformamide), CN(C=O)C (N,N-dimethylformamide), CN(C=O)C (N,N-dimethylformamide). Reaction conditions: time 30 minute. Product: ClC1=CC=C(C=C1)C=1C=C2CCC(N(C2=CC1OC)CC(=O)OC(C)(C)C)=O (tert-butyl 2-(6-(4-chlorophenyl)-7-methoxy-2-oxo-3,4-dihydroquinolin-1 (2H)-yl)acetate). RXN SMILES: [H-].[Na+].[Cl:3][C:4]1[CH:9]=[CH:8][C:7]([C:10]2[CH:11]=[C:12]3[C:17](=[CH:18][C:19]=2[O:20][CH3:21])[NH:16][C:15](=[O:22])[CH2:14][CH2:13]3)=[CH:6][CH:5]=1.Br[CH2:24][C:25]([O:27][C:28]([CH3:31])([CH3:30])[CH3:29])=[O:26]>CN(C)C=O>[Cl:3][C:4]1[CH:5]=[CH:6][C:7]([C:10]2[CH:11]=[C:12]3[C:17](=[CH:18][C:19]=2[O:20][CH3:21])[N:16]([CH2:24][C:25]([O:27][C:28]([CH3:31])([CH3:30])[CH3:29])=[O:26])[C:15](=[O:22])[CH2:14][CH2:13]3)=[CH:8][CH:9]=1 |f:0.1|. Procedure details: To a mixture of 95% dry sodium hydride (24 mg, 1.00 mmol) in anhydrous N,N-dimethylformamide (8 mL) at room temperature was added a solution of 6-(4-chlorophenyl)-7-methoxy-3,4-dihydroquinolin-2(1H)-one (7) (110 mg, 0.38 mmol) in N,N-dimethylformamide. The reaction mixture was stirred for 30 minutes under an atmosphere of dry N2, followed by addition of a solution of tert-butyl bromoacetate (390 mg, 2.00 mmol) in N,N-dimethylformamide (2 mL). The reaction mixture was stirred at room temperature ...